Dataset: the Open Reaction Database (ORD), a public repository of structured organic reaction records. Task: describe an organic reaction: reactants, conditions, products, and yield Starting materials: BrC1=CC=CC(=N1)C(C=1C=C(C#N)C=CC1)O (3-[(6-bromopyridin-2-yl)(hydroxy)methyl]benzonitrile), O=S(Cl)Cl (SOCl2). Run in C(Cl)Cl (CH2Cl2). Reaction conditions: time 48 hour. Yields the product BrC1=CC=CC(=N1)C(C=1C=C(C#N)C=CC1)Cl (3-[(6-bromopyridin-2-yl)(chloro)methyl]benzonitrile). RXN SMILES: [Br:1][C:2]1[N:7]=[C:6]([CH:8](O)[C:9]2[CH:10]=[C:11]([CH:14]=[CH:15][CH:16]=2)[C:12]#[N:13])[CH:5]=[CH:4][CH:3]=1.O=S(Cl)[Cl:20]>C(Cl)Cl>[Br:1][C:2]1[N:7]=[C:6]([CH:8]([Cl:20])[C:9]2[CH:10]=[C:11]([CH:14]=[CH:15][CH:16]=2)[C:12]#[N:13])[CH:5]=[CH:4][CH:3]=1. Procedure details: To a mixture of 3-[(6-bromopyridin-2-yl)(hydroxy)methyl]benzonitrile (4.88 g, 16.88 mmol) in CH2Cl2 (60 mL) @ 0° C. under N2 was added SOCl2 (2.01 mL, 16.88 mmol). The mixture was warmed to rt and stirred for 48 hr. The mixture was cooled to 0° C. and quenched with saturated aqueous sodium bicarbonate and extracted 3× with CH2Cl2. The combined organics were dried (anhd. Na2SO4), filtered, and concentrated. The residue was purified by silica gel chromatography (25-50% CH2Cl2 in Hexanes) to give 3...